From a dataset of the Open Reaction Database (ORD), a public repository of structured organic reaction records. describe an organic reaction: reactants, conditions, products, and yield Starting materials: [BH4-], CC(C)(C)c1ccc(C=O)cc1, O=C([O-])[O-], CO, Cl, Cl, NCCc1cc(F)cc(C(F)(F)F)c1, [K+], [K+], [Na+]. Product: CC(C)(C)c1ccc(CNCCc2cc(F)cc(C(F)(F)F)c2)cc1. Reaction SMILES: [BH4-:34].[C:1]([CH3:2])([CH3:3])([CH3:4])[c:5]1[cH:6][cH:7][c:8]([CH:9]=[O:10])[cH:11][cH:12]1.[C:28](=[O:29])([O-:30])[O-:31].[CH3:37][OH:38].[ClH:13].[ClH:36].[F:14][c:15]1[cH:16][c:17]([CH2:25][CH2:26][NH2:27])[cH:18][c:19]([C:21]([F:22])([F:23])[F:24])[cH:20]1.[K+:32].[K+:33].[Na+:35]>>[C:1]([CH3:2])([CH3:3])([CH3:4])[c:5]1[cH:6][cH:7][c:8]([CH2:9][NH:27][CH2:26][CH2:25][c:17]2[cH:16][c:15]([F:14])[cH:20][c:19]([C:21]([F:22])([F:23])[F:24])[cH:18]2)[cH:11][cH:12]1. Reactants: NC1=NC=NN2C1=CC=C2C2CN(CCO2)C(=O)OC(C)(C)C (tert-butyl 2-(4-aminopyrrolo[2,1-f][1,2,4]triazin-7-yl)morpholine-4-carboxylate), BrN1C(=O)N(C(=O)C1(C)C)Br (1,3-dibromo-5,5-dimethylhydantoin). Solvent: CN(C)C=O (DMF). Yields the product NC1=NC=NN2C1=C(C=C2C2CN(CCO2)C(=O)OC(C)(C)C)Br (tert-butyl 2-(4-amino-5-bromopyrrolo[2,1-f][1,2,4]triazin-7-yl)morpholine-4-carboxylate). Isolated yield 167.4%. RXN SMILES: [NH2:1][C:2]1[C:7]2=[CH:8][CH:9]=[C:10]([CH:11]3[O:16][CH2:15][CH2:14][N:13]([C:17]([O:19][C:20]([CH3:23])([CH3:22])[CH3:21])=[O:18])[CH2:12]3)[N:6]2[N:5]=[CH:4][N:3]=1.[Br:24]N1C(C)(C)C(=O)N(Br)C1=O>CN(C=O)C>[NH2:1][C:2]1[C:7]2=[C:8]([Br:24])[CH:9]=[C:10]([CH:11]3[O:16][CH2:15][CH2:14][N:13]([C:17]([O:19][C:20]([CH3:23])([CH3:22])[CH3:21])=[O:18])[CH2:12]3)[N:6]2[N:5]=[CH:4][N:3]=1. Procedure: A solution of tert-butyl 2-(4-aminopyrrolo[2,1-f][1,2,4]triazin-7-yl)morpholine-4-carboxylate (840 mg, 2.63 mmol) in DMF (20 mL) was cooled to −40° C. and treated with 1,3-dibromo-5,5-dimethylhydantoin (376 mg, 1.32 mmol). The reaction was warmed to rt over 3 h, and then partitioned between EtOAc and 1N sodium carbonate. The organic layer was separated and washed with water and brine. After drying with sodium sulfate and removal of the solvent in vacuo, trituration with ether provided the desire... Reactants: C(=O)C=1C=C(OCC(=O)OC(C)(C)C)C=CC1 (tert-butyl (3-formylphenoxy)acetate), NCC(=O)OC(C)(C)C (tert-butyl glycinate), C(O)([O-])=O.[Na+] (sodium hydrogen carbonate), C(C)(=O)O[BH-](OC(C)=O)OC(C)=O.[Na+] (sodium triacetoxyborohydride). Run in ClC(C)Cl (dichloroethane), C(C)(=O)O (acetic acid). Reaction conditions: time 16 hour. Yields the product C(C)(C)(C)OC(COC=1C=C(CNCC(=O)OC(C)(C)C)C=CC1)=O (tert-butyl N-[3-(2-tert-butoxy-2-oxoethoxy)benzyl]glycinate). Isolated yield 52.9%. RXN SMILES: [CH:1]([C:3]1[CH:4]=[C:5]([CH:15]=[CH:16][CH:17]=1)[O:6][CH2:7][C:8]([O:10][C:11]([CH3:14])([CH3:13])[CH3:12])=[O:9])=O.[NH2:18][CH2:19][C:20]([O:22][C:23]([CH3:26])([CH3:25])[CH3:24])=[O:21].C(O[BH-](OC(=O)C)OC(=O)C)(=O)C.[Na+].C(=O)([O-])O.[Na+]>ClC(Cl)C.C(O)(=O)C>[C:11]([O:10][C:8](=[O:9])[CH2:7][O:6][C:5]1[CH:4]=[C:3]([CH:17]=[CH:16][CH:15]=1)[CH2:1][NH:18][CH2:19][C:20]([O:22][C:23]([CH3:26])([CH3:25])[CH3:24])=[O:21])([CH3:14])([CH3:13])[CH3:12] |f:2.3,4.5|. Procedure details: To a solution of tert-butyl (3-formylphenoxy)acetate (1.50 g) in dichloroethane (20.0 mL) were added tert-butyl glycinate (874 mg) and acetic acid (1.09 mL), and then sodium triacetoxyborohydride (2.69 g) was added thereto under ice-cooling. The reaction suspension was stirred at room temperature for 16 hours. To the reaction mixture was added a saturated aqueous sodium hydrogen carbonate solution, followed by extraction with ethyl acetate. The organic layer was washed with a saturated aqueous s...